From a dataset of the Open Reaction Database (ORD), a public repository of structured organic reaction records. describe an organic reaction: reactants, conditions, products, and yield The reactants are COC(=O)c1ccc(OC(=O)N2CCC(c3ccccc3)C(CN(C(=O)OC(C)(C)C)C(C)c3cccc4ccccc34)C2)cc1, C1CCOC1, CCOC(C)=O, CO, Cl, [Na+], [OH-]. Yields the product CC(c1cccc2ccccc12)N(CC1CN(C(=O)Oc2ccc(C(=O)O)cc2)CCC1c1ccccc1)C(=O)OC(C)(C)C. Reaction SMILES: [C:1]([CH3:2])([CH3:3])([CH3:4])[O:5][C:6](=[O:7])[N:8]([CH:9]([CH3:10])[c:11]1[cH:12][cH:13][cH:14][c:15]2[cH:16][cH:17][cH:18][cH:19][c:20]12)[CH2:21][CH:22]1[CH2:23][N:24]([C:34](=[O:35])[O:36][c:37]2[cH:38][cH:39][c:40]([C:43](=[O:44])[O:45][CH3:46])[cH:41][cH:42]2)[CH2:25][CH2:26][CH:27]1[c:28]1[cH:29][cH:30][cH:31][cH:32][cH:33]1.[CH2:47]1[O:48][CH2:49][CH2:50][CH2:51]1.[CH3:55][CH2:56][O:57][C:58](=[O:59])[CH3:60].[CH3:61][OH:62].[ClH:54].[Na+:53].[OH-:52]>>[C:1]([CH3:2])([CH3:3])([CH3:4])[O:5][C:6](=[O:7])[N:8]([CH:9]([CH3:10])[c:11]1[cH:12][cH:13][cH:14][c:15]2[cH:16][cH:17][cH:18][cH:19][c:20]12)[CH2:21][CH:22]1[CH2:23][N:24]([C:34](=[O:35])[O:36][c:37]2[cH:38][cH:39][c:40]([C:43](=[O:44])[OH:45])[cH:41][cH:42]2)[CH2:25][CH2:26][CH:27]1[c:28]1[cH:29][cH:30][cH:31][cH:32][cH:33]1.